This data is from the Open Reaction Database (ORD), a public repository of structured organic reaction records. The task is: describe an organic reaction: reactants, conditions, products, and yield Reactants: N1CCC(C2=CC3=C(C=C12)C=CC=C3)=O (2,3 dihydrobenzo[g]quinolin-4-(1H)-one), ClC=1C(C(=C(C(C1Cl)=O)C#N)C#N)=O (2,3-dichloro-5,6-dicyanobenzoquinone). The solvent is C1(=CC=CC=C1)C (toluene). Yields the product N1=CC=C(C2=CC3=C(C=C12)C=CC=C3)O (benzo[g]-quinolin-4-ol). RXN SMILES: [NH:1]1[C:10]2[C:5](=[CH:6][C:7]3[CH:14]=[CH:13][CH:12]=[CH:11][C:8]=3[CH:9]=2)[C:4](=[O:15])[CH2:3][CH2:2]1.ClC1C(=O)C(C#N)=C(C#N)C(=O)C=1Cl>C1(C)C=CC=CC=1>[N:1]1[C:10]2[C:5](=[CH:6][C:7]3[CH:14]=[CH:13][CH:12]=[CH:11][C:8]=3[CH:9]=2)[C:4]([OH:15])=[CH:3][CH:2]=1. Reported procedure: To 1 g of 2,3-Dihydrobenzo[g]quinolin-4(1H)-one (5) (5.07 mmol) in 20 mL of toluene (0.25 M) under a nitrogen atmosphere was added 1.5 g of 2,3-dichloro-5,6-dicyanobenzoquinone (DDQ, 1.3 equivalents). The reaction mixture was heated to reflux and monitored by TLC until completion (approximately 2 h). After cooling to rt, the mixture was concentrated in vacuo then filtered through a silica plug using 10% methanol in methylene chloride to afford crude phenol (6). Subsequently, the crude phenol was... Reactants: [N+](=O)([O-])C1=C(C=CC=C1)S(=O)(=O)NC1=C(C=CC=C1)C1=NC=CC=C1 (2-nitro-N-(2-(pyridin-2-yl)phenyl)benzenesulfonamide), [OH-].[Na+] (sodium hydroxide), glass, O.O.O.O.C(C)(=O)[O-].[Ni+2].C(C)(=O)[O-] (nickel acetate tetrahydrate), glass, CCCCC (pentane). Run in N1=CC=CC=C1 (pyridine). Conditions: time 20 minute. The product is [N+](=O)([O-])C1=C(C=CC=C1)S(=O)(=O)NC1=C(C=CC=C1)C1=NC=CC=C1.[Ni] (nickel 2-Nitro-N-(2-(pyridin-2-yl)phenyl)benzenesulfonamide). Isolated yield 26.9%. Reaction SMILES: O.O.O.O.C([O-])(=O)C.[Ni+2:9].C([O-])(=O)C.[N+:14]([C:17]1[CH:22]=[CH:21][CH:20]=[CH:19][C:18]=1[S:23]([NH:26][C:27]1[CH:32]=[CH:31][CH:30]=[CH:29][C:28]=1[C:33]1[CH:38]=[CH:37][CH:36]=[CH:35][N:34]=1)(=[O:25])=[O:24])([O-:16])=[O:15].[OH-].[Na+].CCCCC>N1C=CC=CC=1>[N+:14]([C:17]1[CH:22]=[CH:21][CH:20]=[CH:19][C:18]=1[S:23]([NH:26][C:27]1[CH:32]=[CH:31][CH:30]=[CH:29][C:28]=1[C:33]1[CH:38]=[CH:37][CH:36]=[CH:35][N:34]=1)(=[O:24])=[O:25])([O-:16])=[O:15].[Ni:9] |f:0.1.2.3.4.5.6,8.9,12.13|. Procedure: To a 4 ml glass vial was added nickel acetate tetrahydrate (35 mg, 0.14 mmol), a Teflon stirbar, and distilled pyridine (1.4 ml). The vial was capped and the solution stirred vigorously to afford a blue solution. A solution of 2-nitro-N-(2-(pyridin-2-yl)phenyl)benzenesulfonamide (0.050 g, 0.14 mmol) in distilled pyridine (1.4 ml) was added to the reaction mixture dropwise. The resulting dark green-blue solution was stirred for 5 min, whereupon aqueous sodium hydroxide (2.55 M, 0.110 ml) was adde... Reactants: [OH-].[Na+] (NaOH), COC(=O)[C@H]1N(C[C@H](C1)NC(C(CC(C)C)C(NOC(C(C)(C)C)=O)=O)=O)C(N(CC1=CC=C(C=C1)C1=C(C=CC=C1)C1=NN=NN1)CCCCC)=O ((2S,4S)-4-[2-(2,2-Dimethylpropionyloxycarbamoyl)-4-methylpentanoylamino]-1-{pentyl[2′-(1H-tetrazol-5-yl)-biphenyl-4-ylmethyl]carbamoyl}pyrrolidine-2-carboxylic acid methyl ester), Cl (HCl). The solvent is CO (MeOH). Reaction conditions: time 15 minute. Product: ONC(=O)C(C(=O)N[C@H]1C[C@H](N(C1)C(N(CC1=CC=C(C=C1)C1=C(C=CC=C1)C1=NN=NN1)CCCCC)=O)C(=O)O)CC(C)C ((2S,4S)-4-(2-Hydroxycarbamoyl-4-methylpentanoylamino)-1-{pentyl[2′-(1H-tetrazol-5-yl)biphenyl-4-ylmethyl]carbamoyl}pyrrolidine-2-carboxylic Acid). Isolated yield 34.3%. As a reaction SMILES: C[O:2][C:3]([C@@H:5]1[CH2:9][C@H:8]([NH:10][C:11](=[O:27])[CH:12]([C:17](=[O:26])[NH:18][O:19]C(=O)C(C)(C)C)[CH2:13][CH:14]([CH3:16])[CH3:15])[CH2:7][N:6]1[C:28](=[O:53])[N:29]([CH2:48][CH2:49][CH2:50][CH2:51][CH3:52])[CH2:30][C:31]1[CH:36]=[CH:35][C:34]([C:37]2[CH:42]=[CH:41][CH:40]=[CH:39][C:38]=2[C:43]2[NH:47][N:46]=[N:45][N:44]=2)=[CH:33][CH:32]=1)=[O:4].[OH-].[Na+].Cl>CO>[OH:19][NH:18][C:17]([CH:12]([CH2:13][CH:14]([CH3:15])[CH3:16])[C:11]([NH:10][C@@H:8]1[CH2:7][N:6]([C:28](=[O:53])[N:29]([CH2:48][CH2:49][CH2:50][CH2:51][CH3:52])[CH2:30][C:31]2[CH:32]=[CH:33][C:34]([C:37]3[CH:42]=[CH:41][CH:40]=[CH:39][C:38]=3[C:43]3[NH:47][N:46]=[N:45][N:44]=3)=[CH:35][CH:36]=2)[C@H:5]([C:3]([OH:4])=[O:2])[CH2:9]1)=[O:27])=[O:26] |f:1.2|. Reported procedure: (2S,4S)-4-[2-(2,2-Dimethylpropionyloxycarbamoyl)-4-methylpentanoylamino]-1-{pentyl[2′-(1H-tetrazol-5-yl)-biphenyl-4-ylmethyl]carbamoyl}pyrrolidine-2-carboxylic acid methyl ester (2.2 g, 3 mmol) was dissolved in MeOH (20 mL). An aqueous solution of NaOH (1M, 10 ml; 10M, 1 mL) was added, and the mixture was stirred at room temperature for 15 minutes. The solution was acidified with HCl and extracted (EtOAc, 2×50 mL). The combined organics were washed with saturated aqueous NaCl (50 mL), dried over... The reactants are CCCCCc1ccc(-c2ccc(C=CC(=O)O)cc2)cc1, CCN=C=NCCCN(C)C, ClCCl, Cl, On1nnc2ccccc21. Product: CCCCCc1ccc(-c2ccc(C=CC(=O)n3n[n+]([O-])c4ccccc43)cc2)cc1. As a reaction SMILES: [CH2:11]([CH2:12][CH2:13][CH2:14][CH3:15])[c:16]1[cH:17][cH:18][c:19](-[c:22]2[cH:23][cH:24][c:25]([CH:26]=[CH:27][C:28](=[O:29])[OH:30])[cH:31][cH:32]2)[cH:20][cH:21]1.[CH2:34]([N:35]=[C:36]=[N:37][CH2:38][CH2:39][CH2:40][N:41]([CH3:42])[CH3:43])[CH3:44].[Cl:45][CH2:46][Cl:47].[ClH:33].[OH:1][n:2]1[n:3][n:4][c:5]2[c:6]1[cH:7][cH:8][cH:9][cH:10]2>>[O-:1][n+:2]1[n:3][n:4]([C:28]([CH:27]=[CH:26][c:25]2[cH:24][cH:23][c:22](-[c:19]3[cH:18][cH:17][c:16]([CH2:11][CH2:12][CH2:13][CH2:14][CH3:15])[cH:21][cH:20]3)[cH:32][cH:31]2)=[O:29])[c:5]2[c:6]1[cH:7][cH:8][cH:9][cH:10]2. Isolated yield 43.7%. Run at temperature 0 celsius, time 40 minute. The reactants are FC1=CC=C(C=O)C=C1 (4-fluorobenzaldehyde), C(C)(=O)[O-].[Na+] (sodium acetate), C(#N)[BH3-].[Na+] (sodium cyanoborohydride), C[Si](C)(C)C=[N+]=[N-] ((Trimethylsilyl)diazomethane), solution, C(C)(C)(C)OC(=O)NC(CC(=O)O)C1CCC1 (racemic 3-tert-butoxycarbonylamino-3-cyclobutyl-propionic acid). Reported procedure: (Trimethylsilyl)diazomethane (3.65 mL of a 1.0 M solution in diethyl ether, 7.3 mmol) was added over 2 min to a solution of racemic 3-tert-butoxycarbonylamino-3-cyclobutyl-propionic acid (0.89 g, 3.66 mmol) in a 1:1 mixture of methanol/benzene (50 mL) at 0° C. The resulting yellow solution was stirred at 0° C. for 40 min, then was concentrated in vacuo. The residue was dissolved in 1,4-dioxane (10 mL) at 25° C. and a 4.0 M solution of hydrochloric acid in 1,4-dioxane (10 mL) was subsequently add... The product is COC(CC(NCC1=CC=C(C=C1)F)C1CCC1)=O (rac-3-cyclobutyl-3-(4-fluoro-benzylamino)-propionic acid methyl ester). RXN SMILES: C[Si](C=[N+]=[N-])(C)C.C(O[C:13]([NH:15][CH:16]([CH:21]1[CH2:24][CH2:23][CH2:22]1)[CH2:17][C:18]([OH:20])=[O:19])=O)(C)(C)C.[F:25][C:26]1[CH:33]=[CH:32][C:29](C=O)=[CH:28][CH:27]=1.[C:34]([O-])(=O)C.[Na+].C([BH3-])#N.[Na+]>C(OCC)C.C1(C)C=CC=CC=1.CO.C1C=CC=CC=1>[CH3:34][O:20][C:18](=[O:19])[CH2:17][CH:16]([CH:21]1[CH2:22][CH2:23][CH2:24]1)[NH:15][CH2:13][C:29]1[CH:32]=[CH:33][C:26]([F:25])=[CH:27][CH:28]=1 |f:3.4,5.6,9.10|. Solvent: C1(=CC=CC=C1)C (toluene), C(C)OCC (diethyl ether), CO.C1=CC=CC=C1 (methanol benzene). Reactants: C(C)(C)(C)OC(NC1=C(C=C(C=C1)C=1SC=CC1)NC(=O)C1=CC2=C(S1)C=C(C=C2)C(F)C(N)=O)=O ((2-{[6-(carbamoyl-fluoro-methyl)-benzo[b]thiophene-2-carbonyl]-amino}-4-thiophen-2-yl-phenyl)-carbamic acid tert-butyl ester), FC(C(=O)O)(F)F (trifluoroacetic acid). The solvent is C(Cl)Cl (methylene chloride). Reaction conditions: time 16 hour. The product is NC1=C(C=C(C=C1)C=1SC=CC1)NC(=O)C1=CC2=C(S1)C=C(C=C2)C(F)C(N)=O (6-(Carbamoyl-fluoro-methyl)-benzo[b]thiophene-2-carboxylic acid (2-amino-5-thiophen-2-yl phenyl)amide). Reaction SMILES: C(OC(=O)[NH:7][C:8]1[CH:13]=[CH:12][C:11]([C:14]2[S:15][CH:16]=[CH:17][CH:18]=2)=[CH:10][C:9]=1[NH:19][C:20]([C:22]1[S:26][C:25]2[CH:27]=[C:28]([CH:31]([C:33](=[O:35])[NH2:34])[F:32])[CH:29]=[CH:30][C:24]=2[CH:23]=1)=[O:21])(C)(C)C.FC(F)(F)C(O)=O>C(Cl)Cl>[NH2:7][C:8]1[CH:13]=[CH:12][C:11]([C:14]2[S:15][CH:16]=[CH:17][CH:18]=2)=[CH:10][C:9]=1[NH:19][C:20]([C:22]1[S:26][C:25]2[CH:27]=[C:28]([CH:31]([C:33](=[O:35])[NH2:34])[F:32])[CH:29]=[CH:30][C:24]=2[CH:23]=1)=[O:21]. Procedure: To a solution of (2-{[6-(carbamoyl-fluoro-methyl)-benzo[b]thiophene-2-carbonyl]-amino}-4-thiophen-2-yl-phenyl)-carbamic acid tert-butyl ester (163 mg, 0.31 mmol)) in methylene chloride (2 mL) was added trifluoroacetic acid (1 mL) and the solution was stirred at ambient temperature for 16 hours. The reaction was evaporated to dryness. The residue was washed with sat. NaHCO3 and MeOH, and the solid was filtered. 1H NMR (DMSO-d6) δ 10.03 (br s, 1H), 8.33 (s, 1H), 8.11 (s, 1H), 8.02 (d, J=8.2 Hz, 1H...